This data is from the Open Reaction Database (ORD), a public repository of structured organic reaction records. The task is: describe an organic reaction: reactants, conditions, products, and yield Starting materials: C1CCOC1, O=C=Nc1ccc(F)cc1, CC(C)C(c1ccc(N)cc1)n1ccnc1. The product is CC(C)C(c1ccc(NC(=O)Nc2ccc(F)cc2)cc1)n1ccnc1. RXN SMILES: [CH2:27]1[O:28][CH2:29][CH2:30][CH2:31]1.[F:1][c:2]1[cH:3][cH:4][c:5]([N:8]=[C:9]=[O:10])[cH:6][cH:7]1.[n:11]1([CH:16]([CH:17]([CH3:18])[CH3:19])[c:20]2[cH:21][cH:22][c:23]([NH2:26])[cH:24][cH:25]2)[cH:12][n:13][cH:14][cH:15]1>>[F:1][c:2]1[cH:3][cH:4][c:5]([NH:8][C:9](=[O:10])[NH:26][c:23]2[cH:22][cH:21][c:20]([CH:16]([n:11]3[cH:12][n:13][cH:14][cH:15]3)[CH:17]([CH3:18])[CH3:19])[cH:25][cH:24]2)[cH:6][cH:7]1.